This data is from the Open Reaction Database (ORD), a public repository of structured organic reaction records. The task is: describe an organic reaction: reactants, conditions, products, and yield The reactants are C(C)(C)C1=C(C(=CC=C1)C(C)C)O (2,6-diisopropylphenol), C=O (paraformaldehyde), CNC (dimethylamine), C=CC=C (1,3-butadiene). The solvent is C(C)(C)O (isopropyl alcohol). Yields the product C(C)(C)C1=CC2(C=C(C1=O)C(C)C)CC=CCC2 (2,4-diisopropylspiro[5.5]undeca-1,4,8-trien-3-one). RXN SMILES: [CH:1]([C:4]1[CH:9]=[CH:8][CH:7]=[C:6]([CH:10]([CH3:12])[CH3:11])[C:5]=1[OH:13])([CH3:3])[CH3:2].[CH2:14]=O.CNC.[CH2:19]=[CH:20][CH:21]=[CH2:22]>C(O)(C)C>[CH:1]([C:4]1[C:5](=[O:13])[C:6]([CH:10]([CH3:12])[CH3:11])=[CH:7][C:8]2([CH2:14][CH2:22][CH:21]=[CH:20][CH2:19]2)[CH:9]=1)([CH3:3])[CH3:2]. Reported procedure: Following the same general procedure as in Example I, 50 mmols of 2,6-diisopropylphenol were reacted with 75 mmols of paraformaldehyde, 75 mmols of aqueous dimethylamine, and 210 mmols of 1,3-butadiene in 100 g of isopropyl alcohol at 190°-200° C. for five hours. The process resulted in the formation of 2,4-diisopropylspiro[5.5]undeca-1,4,8-trien-3-one. The reactants are CC(=O)OC(C)=O, ClCCl, COC(=O)c1cc(=O)n2nc(CO)nc2[nH]1, c1ccncc1. Product: COC(=O)c1cc(=O)n2nc(COC(C)=O)nc2[nH]1. RXN SMILES: [CH3:23][C:24](=[O:25])[O:26][C:27](=[O:28])[CH3:29].[Cl:30][CH2:31][Cl:32].[OH:1][CH2:2][c:3]1[n:4][n:5]2[c:6]([nH:7][c:8]([C:12](=[O:13])[O:14][CH3:15])[cH:9][c:10]2=[O:11])[n:16]1.[cH:17]1[cH:18][cH:19][n:20][cH:21][cH:22]1>>[O:1]([CH2:2][c:3]1[n:4][n:5]2[c:6]([nH:7][c:8]([C:12](=[O:13])[O:14][CH3:15])[cH:9][c:10]2=[O:11])[n:16]1)[C:24]([CH3:23])=[O:25]. Starting materials: CCOC(=O)CC#N, CC(=O)[O-], Cc1ccccc1, CCCC=CC1CCC(=O)CC1, C1CC[NH2+]CC1, O. The product is CCCC=CC1CCC(=C(C#N)C(=O)OCC)CC1. As a reaction SMILES: [C:13](#[N:14])[CH2:15][C:16](=[O:17])[O:18][CH2:19][CH3:20].[C:28]([O-:29])(=[O:30])[CH3:31].[CH3:21][c:22]1[cH:23][cH:24][cH:25][cH:26][cH:27]1.[CH:1](=[CH:2][CH2:3][CH2:4][CH3:5])[CH:6]1[CH2:7][CH2:8][C:9](=[O:12])[CH2:10][CH2:11]1.[NH2+:32]1[CH2:33][CH2:34][CH2:35][CH2:36][CH2:37]1.[OH2:38]>>[CH:1](=[CH:2][CH2:3][CH2:4][CH3:5])[CH:6]1[CH2:7][CH2:8][C:9](=[C:15]([C:13]#[N:14])[C:16](=[O:17])[O:18][CH2:19][CH3:20])[CH2:10][CH2:11]1. As a reaction SMILES: [Br:15][N:16]1[C:17](=[O:18])[CH2:19][CH2:20][C:21]1=[O:22].[F:1][C:2]([CH:3]([F:4])[F:5])([O:6][c:7]1[cH:8][c:9]([CH3:13])[cH:10][cH:11][cH:12]1)[F:14].[N:23]([C:24]([CH3:25])([CH3:26])[C:27]#[N:28])=[N:29][C:30]([CH3:31])([CH3:32])[C:33]#[N:34]>>[F:1][C:2]([CH:3]([F:4])[F:5])([O:6][c:7]1[cH:8][c:9]([CH2:13][Br:15])[cH:10][cH:11][cH:12]1)[F:14]. The product is FC(F)C(F)(F)Oc1cccc(CBr)c1. Starting materials: O=C1CCC(=O)N1Br, Cc1cccc(OC(F)(F)C(F)F)c1, CC(C)(C#N)N=NC(C)(C)C#N. Reactants: [H-].[Na+] (sodium hydride), C1(=CC=CC=C1)C1OCC(CO1)O (2-Phenyl-[1,3]dioxan-5-ol), C(C1=CC=CC=C1)OC=1C=CC(=NC1)Cl (5-benzyloxy-2-chloropyridine). Solvent: CN1CCCC1=O (NMP). Run at time 30 minute. Yields the product C(C1=CC=CC=C1)OC=1C=CC(=NC1)OC1COC(OC1)C1=CC=CC=C1 (5-Benzyloxy-2-(2-phenyl-[1,3]dioxan-5-yloxy)pyridine). Reaction SMILES: [C:1]1([CH:7]2[O:12][CH2:11][CH:10]([OH:13])[CH2:9][O:8]2)[CH:6]=[CH:5][CH:4]=[CH:3][CH:2]=1.[H-].[Na+].[CH2:16]([O:23][C:24]1[CH:25]=[CH:26][C:27](Cl)=[N:28][CH:29]=1)[C:17]1[CH:22]=[CH:21][CH:20]=[CH:19][CH:18]=1>CN1C(=O)CCC1>[CH2:16]([O:23][C:24]1[CH:25]=[CH:26][C:27]([O:13][CH:10]2[CH2:11][O:12][CH:7]([C:1]3[CH:2]=[CH:3][CH:4]=[CH:5][CH:6]=3)[O:8][CH2:9]2)=[N:28][CH:29]=1)[C:17]1[CH:18]=[CH:19][CH:20]=[CH:21][CH:22]=1 |f:1.2|. Procedure details: 2-Phenyl-[1,3]dioxan-5-ol (164 mg. 910 μmol) was dissolved in 5 ml of NMP. Addition of sodium hydride (60% in oil, 72.8 mg, 1.8 mmol) was followed by stirring at RT for 30 min and, after addition of 5-benzyloxy-2-chloropyridine (200 mg, 910 μmol), stirring in a microwave reactor at 200° C. for 1 h. The reaction mixture was concentrated in vacuo, the residue was taken up in ethyl acetate and water, and the organic phase was concentrated. The resulting crude product (386 mg) was directly reacted f... Starting materials: CCOC(=O)C (EtOAc), BrC=1C=C(C2=C(OC(O2)(C2=CC=CC=C2)C2=CC=CC=C2)C1)C(=O)OC (methyl 6-bromo-2,2-diphenyl-1,3-benzodioxole-4-carboxylate), [C-]#N.[K+] (KCN), C1COCCOCCOCCOCCOCCO1 (18-crown-6). The reagents and catalysts are C=1C=CC(=CC1)[P](C=2C=CC=CC2)(C=3C=CC=CC3)[Pd]([P](C=4C=CC=CC4)(C=5C=CC=CC5)C=6C=CC=CC6)([P](C=7C=CC=CC7)(C=8C=CC=CC8)C=9C=CC=CC9)[P](C=1C=CC=CC1)(C=1C=CC=CC1)C=1C=CC=CC1 (Pd(PPh3)4). Run in O (H2O), C1=CC=CC=C1 (benzene), CN(C)C=O (DMF). Run at temperature 100 celsius, time 8 hour. The product is C(#N)C=1C=C(C2=C(OC(O2)(C2=CC=CC=C2)C2=CC=CC=C2)C1)C(=O)OC (Methyl 6-cyano-2,2-diphenyl-1,3-benzodioxole-4-carboxylate). RXN SMILES: Br[C:2]1[CH:3]=[C:4]([C:23]([O:25][CH3:26])=[O:24])[C:5]2[O:9][C:8]([C:16]3[CH:21]=[CH:20][CH:19]=[CH:18][CH:17]=3)([C:10]3[CH:15]=[CH:14][CH:13]=[CH:12][CH:11]=3)[O:7][C:6]=2[CH:22]=1.[C-:27]#[N:28].[K+].C1OCCOCCOCCOCCOCCOC1.CCOC(C)=O>C1C=CC=CC=1.CN(C=O)C.C1C=CC([P]([Pd]([P](C2C=CC=CC=2)(C2C=CC=CC=2)C2C=CC=CC=2)([P](C2C=CC=CC=2)(C2C=CC=CC=2)C2C=CC=CC=2)[P](C2C=CC=CC=2)(C2C=CC=CC=2)C2C=CC=CC=2)(C2C=CC=CC=2)C2C=CC=CC=2)=CC=1.O>[C:27]([C:2]1[CH:3]=[C:4]([C:23]([O:25][CH3:26])=[O:24])[C:5]2[O:9][C:8]([C:10]3[CH:15]=[CH:14][CH:13]=[CH:12][CH:11]=3)([C:16]3[CH:17]=[CH:18][CH:19]=[CH:20][CH:21]=3)[O:7][C:6]=2[CH:22]=1)#[N:28] |f:1.2,^1:68,70,89,108|. Procedure: To a solution of methyl 6-bromo-2,2-diphenyl-1,3-benzodioxole-4-carboxylate (800 mg, 1.95 mmol, 1 eq.) in a mixture of 15 mL benzene and 5 mL DMF, Pd(PPh3)4 (225 mg, 0.195 mmol, 0.1 eq.), KCN (127 mg, 1.95 mmol, 1 eq.) and 18-crown-6 (415 mg, 1.56 mmol, 0.8 eq.) was added and the reaction mixture was stirred at 100° C. overnight. Then the reaction mixture was poured into a separatory funnel containing EtOAc and H2O and the aqueous phase was extracted with EtOAc (2×20 mL). The combined organic ph... Reactants: O (water), OC1=CC2=CC=C(C=C2C=C1C(=O)OC)C(=O)OC (2-Hydroxy-3,6-di-methoxycarbonylnaphthalene), C(C1=CC=CC=C1)Cl (benzyl chloride), C([O-])([O-])=O.[K+].[K+] (Potassium carbonate). Solvent: CO (methanol), CN(C=O)C (N,N-dimethylformamide). Run at temperature 100 celsius. The product is C(C1=CC=CC=C1)OC1=CC2=CC=C(C=C2C=C1C(=O)OC)C(=O)OC (2-benzyloxy-3,6-di-methoxycarbonylnaphthalene). The yield is 68.8%. Reaction SMILES: [OH:1][C:2]1[C:11]([C:12]([O:14][CH3:15])=[O:13])=[CH:10][C:9]2[C:4](=[CH:5][CH:6]=[C:7]([C:16]([O:18][CH3:19])=[O:17])[CH:8]=2)[CH:3]=1.C(=O)([O-])[O-].[K+].[K+].[CH2:26](Cl)[C:27]1[CH:32]=[CH:31][CH:30]=[CH:29][CH:28]=1.O>CN(C)C=O.CO>[CH2:26]([O:1][C:2]1[C:11]([C:12]([O:14][CH3:15])=[O:13])=[CH:10][C:9]2[C:4](=[CH:5][CH:6]=[C:7]([C:16]([O:18][CH3:19])=[O:17])[CH:8]=2)[CH:3]=1)[C:27]1[CH:32]=[CH:31][CH:30]=[CH:29][CH:28]=1 |f:1.2.3|. Reported procedure: 2-Hydroxy-3,6-di-methoxycarbonylnaphthalene (2.7 g) obtained in Example 26 was dissolved in N,N-dimethylformamide (50 g), followed by heating to 100° C. Potassium carbonate (1.5 g) was slowly added and benzyl chloride (1.4 g) was added dropwise. After heating for about 20 hours, the reaction solution was poured into a mixed solution of water (300 g) and methanol (100 g). The deposit was filtered and then washed with water to obtain 2.5 g of 2-benzyloxy-3,6-di-methoxycarbonylnaphthalene as whitis... The reactants are CCOC(C)=O, CN(C)C=O, Cc1[nH]c2c(N3CCc4ccccc4C3)nc(Cl)cc2c1C, N#C[Cu]. RXN SMILES: [CH3:26][CH2:27][O:28][C:29](=[O:30])[CH3:31].[CH3:32][N:33]([CH3:34])[CH:35]=[O:36].[Cl:4][c:5]1[cH:6][c:7]2[c:8]([c:9]([N:11]3[CH2:12][c:13]4[cH:14][cH:15][cH:16][cH:17][c:18]4[CH2:19][CH2:20]3)[n:10]1)[nH:21][c:22]([CH3:25])[c:23]2[CH3:24].[Cu:1][C:2]#[N:3]>>[C:2](#[N:3])[c:5]1[cH:6][c:7]2[c:8]([c:9]([N:11]3[CH2:12][c:13]4[cH:14][cH:15][cH:16][cH:17][c:18]4[CH2:19][CH2:20]3)[n:10]1)[nH:21][c:22]([CH3:25])[c:23]2[CH3:24]. Yields the product Cc1[nH]c2c(N3CCc4ccccc4C3)nc(C#N)cc2c1C.